From a dataset of the Open Reaction Database (ORD), a public repository of structured organic reaction records. describe an organic reaction: reactants, conditions, products, and yield Starting materials: CNCCC#CC1=NC=CC=C1 (N-methyl-4-(pyridin-2-yl)but-3-yn-1-amine), ClC1=C(C(=O)Cl)C(=CC=C1)Cl (2,6-dichlorobenzoyl chloride). Yields the product title compound, C(C1=CC=CC=C1)(=O)N (benzamide). The yield is 45.0%. RXN SMILES: CNCC[C:5]#[C:6][C:7]1[CH:12]=[CH:11][CH:10]=[CH:9][N:8]=1.ClC1C=CC=C(Cl)C=1C(Cl)=[O:17]>>[C:9]([NH2:8])(=[O:17])[C:10]1[CH:5]=[CH:6][CH:7]=[CH:12][CH:11]=1. Reported procedure: The title compound was prepared in accordance with the general method of Example 199(D), from N-methyl-4-(pyridin-2-yl)but-3-yn-1-amine (50 mg, 0.31 mmol) and 2,6-dichlorobenzoyl chloride (85 mg, 0.41 mmol). The crude residue was purified over silicagel chromatography (prepacked 10 g silicagel column, DCM/MeOH: from 100/0 to 98/2 as eluent) to afford 47 mg of 2,6-dichloro-N-methyl-N-(4-pyridin-2-yl)but-3-ynyl)benzamide as a brown oil (Yield: 45%).